Dataset: the Open Reaction Database (ORD), a public repository of structured organic reaction records. Task: describe an organic reaction: reactants, conditions, products, and yield The reactants are CC(C)(C)P(C(C)(C)C)C(C)(C)C, CC(C)(C)OC(=O)NC1(c2ccc(-c3c(-c4ccccc4)oc4c(Br)cccc4c3=O)cc2)CCC1, C#C[Si](C)(C)C, Cc1ccccc1, CC(C)NC(C)C, [Cu]I. Yields the product CC(C)(C)OC(=O)NC1(c2ccc(-c3c(-c4ccccc4)oc4c(C#C[Si](C)(C)C)cccc4c3=O)cc2)CCC1. Reaction SMILES: [C:1]([P:2]([C:3]([CH3:4])([CH3:5])[CH3:6])[C:7]([CH3:8])([CH3:9])[CH3:10])([CH3:11])([CH3:12])[CH3:13].[C:21]([CH3:22])([CH3:23])([CH3:24])[O:25][C:26]([NH:27][C:28]1([c:32]2[cH:33][cH:34][c:35](-[c:38]3[c:39](-[c:50]4[cH:51][cH:52][cH:53][cH:54][cH:55]4)[o:40][c:41]4[c:42]([Br:49])[cH:43][cH:44][cH:45][c:46]4[c:47]3=[O:48])[cH:36][cH:37]2)[CH2:29][CH2:30][CH2:31]1)=[O:56].[CH3:57][Si:58]([CH3:59])([CH3:60])[C:61]#[CH:62].[CH3:63][c:64]1[cH:65][cH:66][cH:67][cH:68][cH:69]1.[CH:14]([NH:15][CH:16]([CH3:17])[CH3:18])([CH3:19])[CH3:20].[Cu:70][I:71]>>[C:21]([CH3:22])([CH3:23])([CH3:24])[O:25][C:26]([NH:27][C:28]1([c:32]2[cH:33][cH:34][c:35](-[c:38]3[c:39](-[c:50]4[cH:51][cH:52][cH:53][cH:54][cH:55]4)[o:40][c:41]4[c:42]([C:62]#[C:61][Si:58]([CH3:57])([CH3:59])[CH3:60])[cH:43][cH:44][cH:45][c:46]4[c:47]3=[O:48])[cH:36][cH:37]2)[CH2:29][CH2:30][CH2:31]1)=[O:56]. Reaction SMILES: [Na].Cl.Cl.[NH2:4][CH:5]1[CH:10]2[CH2:11][CH2:12][N:7]([CH2:8][CH2:9]2)[CH2:6]1.[C:13]([O:17][CH2:18][CH3:19])(=[O:16])[CH:14]=[CH2:15]>C(O)C>[CH2:18]([O:17][C:13](=[O:16])[CH2:14][CH2:15][NH:4][CH:5]1[CH:10]2[CH2:11][CH2:12][N:7]([CH2:8][CH2:9]2)[CH2:6]1)[CH3:19] |f:1.2.3,^1:0|. Yields the product C(C)OC(CCNC1CN2CCC1CC2)=O (N-(1-azabicyclo[2,2,2]-oct-3-yl)-β-alanine ethyl ester). Reaction conditions: time 5 minute. Run in C(C)O (ethanol). Reactants: Cl.Cl.NC1CN2CCC1CC2 (3-amino-quinuclidine dihydrochloride), [Na] (sodium), C(C=C)(=O)OCC (ethyl acrylate). Reported procedure: 0.92 g (20 mmol) of sodium were dissolved in 100 ml of ethanol. 4.0 g (20 mmol) of 3-amino-quinuclidine dihydrochloride were added and the mixture was stirred for 5 minutes. 2 g (20 mmol) of ethyl acrylate were added, the mixture was boiled for 20 hours, and evaporated in vacuo. The residue was shaken with little water and methylene chloride. The organic layer was separated and evaporated in vacuo, giving 3.1. g of the desired product. Reactants: O=C([O-])[O-], CCOC(C)=O, COC(=O)C(CC1CCCC1)n1cnc(S(C)(=O)=O)c1, Cl, [K+], [K+]. The product is CS(=O)(=O)c1cn(C(CC2CCCC2)C(=O)O)cn1. Reaction SMILES: [C:22](=[O:23])([O-:24])[O-:25].[CH3:28][CH2:29][O:30][C:31](=[O:32])[CH3:33].[CH:2]1([CH2:7][CH:8]([C:9](=[O:10])[O:11][CH3:12])[n:13]2[cH:14][n:15][c:16]([S:18](=[O:19])(=[O:20])[CH3:21])[cH:17]2)[CH2:3][CH2:4][CH2:5][CH2:6]1.[ClH:1].[K+:26].[K+:27]>>[CH:2]1([CH2:7][CH:8]([C:9](=[O:10])[OH:11])[n:13]2[cH:14][n:15][c:16]([S:18](=[O:19])(=[O:20])[CH3:21])[cH:17]2)[CH2:3][CH2:4][CH2:5][CH2:6]1. Starting materials: ClC=1C=C2C(=CN1)NC(=C2)C(=O)O (5-chloro-1H-pyrrolo[2,3-c]pyridine-2-carboxylic acid), ClC1=C(CSCCN)C(=CC=C1)F (2-(2-chloro-6-fluorobenzylsulfanyl)ethylamine). Yields the product ClC1=C(C=SCCNC(=O)C2=CC=3C(=CN=C(C3)Cl)N2)C(=CC=C1)F (5-Chloro-1H-pyrrolo[2,3-c]pyridine-2-carboxylic acid [2-(2-chloro-6-fluorobenzalsulfanyl)ethyl]amide). As a reaction SMILES: [Cl:1][C:2]1[CH:3]=[C:4]2[CH:10]=[C:9]([C:11]([OH:13])=O)[NH:8][C:5]2=[CH:6][N:7]=1.[Cl:14][C:15]1[CH:25]=[CH:24][CH:23]=[C:22]([F:26])[C:16]=1[CH2:17][S:18][CH2:19][CH2:20][NH2:21]>>[Cl:14][C:15]1[CH:25]=[CH:24][CH:23]=[C:22]([F:26])[C:16]=1[CH:17]=[SH:18][CH2:19][CH2:20][NH:21][C:11]([C:9]1[NH:8][C:5]2=[CH:6][N:7]=[C:2]([Cl:1])[CH:3]=[C:4]2[CH:10]=1)=[O:13]. Procedure: The title compound was prepared as outlined in EXAMPLE 1 from 5-chloro-1H-pyrrolo[2,3-c]pyridine-2-carboxylic acid (Preparation 18) and 2-(2-chloro-6-fluorobenzylsulfanyl)ethylamine. The product was purified by mass directed purification to give the title compound as a yellow solid. δH (CD3OD): 2.82 (2H, t), 3.64 (2H, t), 3.95 (2H, s), 7.04–7.09 (2H, m), 7.20–7.25 (2H, m), 7.67 (1H, s), 8.58 (1H, s); m/z (ES+)=398 [M+H]+. Starting materials: COCCCCn1c(C(=O)N(CC(C)C)C2CC(C(=O)O)CN(C(=O)OC(C)(C)C)C2)nc2cc(F)ccc21, CCN(C(C)C)C(C)C, [NH4+], CN(C)C=O, On1nnc2ccccc21. Product: COCCCCn1c(C(=O)N(CC(C)C)C2CC(C(N)=O)CN(C(=O)OC(C)(C)C)C2)nc2cc(F)ccc21. As a reaction SMILES: [C:1]([CH3:2])([CH3:3])([CH3:4])[O:5][C:6](=[O:7])[N:8]1[CH2:9][CH:10]([C:37](=[O:38])[OH:39])[CH2:11][CH:12]([N:14]([CH2:15][CH:16]([CH3:17])[CH3:18])[C:19](=[O:20])[c:21]2[n:22][c:23]3[c:24]([n:25]2[CH2:26][CH2:27][CH2:28][CH2:29][O:30][CH3:31])[cH:32][cH:33][c:34]([F:36])[cH:35]3)[CH2:13]1.[CH:51]([N:52]([CH:53]([CH3:54])[CH3:55])[CH2:56][CH3:57])([CH3:58])[CH3:59].[NH4+:40].[O:60]=[CH:61][N:62]([CH3:63])[CH3:64].[n:41]1([OH:42])[c:43]2[cH:44][cH:45][cH:46][cH:47][c:48]2[n:49][n:50]1>>[C:1]([CH3:2])([CH3:3])([CH3:4])[O:5][C:6](=[O:7])[N:8]1[CH2:9][CH:10]([C:37](=[O:38])[NH2:40])[CH2:11][CH:12]([N:14]([CH2:15][CH:16]([CH3:17])[CH3:18])[C:19](=[O:20])[c:21]2[n:22][c:23]3[c:24]([n:25]2[CH2:26][CH2:27][CH2:28][CH2:29][O:30][CH3:31])[cH:32][cH:33][c:34]([F:36])[cH:35]3)[CH2:13]1. The reactants are ClC1=CC(=NC=N1)NC(CO)CC (2-[(6-Chloro-4-pyrimidinyl)amino]-1-butanol), [OH-].[Na+] (sodium hydroxide). Reagents/catalysts: [Pd] (Pd—C), [Pd] (Pd—C). Solvent: C(C)O (ethanol). The product is N1=CN=C(C=C1)NC(CO)CC (2-(4-Pyrimidinylamino)-1-butanol). RXN SMILES: Cl[C:2]1[N:7]=[CH:6][N:5]=[C:4]([NH:8][CH:9]([CH2:12][CH3:13])[CH2:10][OH:11])[CH:3]=1.[OH-].[Na+]>C(O)C.[Pd]>[N:7]1[CH:2]=[CH:3][C:4]([NH:8][CH:9]([CH2:12][CH3:13])[CH2:10][OH:11])=[N:5][CH:6]=1 |f:1.2|. Procedure: 2-[(6-Chloro-4-pyrimidinyl)amino]-1-butanol was dissolved in ethanol (110 mL), which was sequentially added with a 5N aqueous sodium hydroxide solution (5.5 mL) and Pd—C (hydrous product; 0.55 g), and hydrogenation was performed under hydrogen atmosphere at a normal temperature and a normal pressure. After completion of the reaction, Pd—C was filtered off, and the solvent was evaporated. The resulting residue was extracted with dichloromethane-methanol, and the solvent was removed to give the ti... Reactants: C(C)(C)O (isopropanol), [OH-].[Na+] (sodium hydroxide), C1(=CC=CC=C1)C1(C(C1)C(=O)O)C1=CC=CC=C1 (2,2-diphenyl-cyclopropane-carboxylic acid), Cl.N1(CCCCC1)CCCl (piperidino-β-chloroethane hydrochloride). Solvent: O (water). Product: C1CCN(CC1)CCOC(=O)C2CC2(C3=CC=CC=C3)C4=CC=CC=C4 (β-Piperidino-ethyl ester of 2,2-diphenyl-cyclopropane-carboxylic acid). As a reaction SMILES: C(O)(C)C.[OH-].[Na+].[C:7]1([C:13]2([C:19]3[CH:24]=[CH:23][CH:22]=[CH:21][CH:20]=3)[CH2:15][CH:14]2[C:16]([OH:18])=[O:17])[CH:12]=[CH:11][CH:10]=[CH:9][CH:8]=1.Cl.[N:26]1([CH2:32][CH2:33]Cl)[CH2:31][CH2:30][CH2:29][CH2:28][CH2:27]1>O>[CH2:29]1[CH2:30][CH2:31][N:26]([CH2:32][CH2:33][O:17][C:16]([CH:14]2[C:13]([C:19]3[CH:24]=[CH:23][CH:22]=[CH:21][CH:20]=3)([C:7]3[CH:8]=[CH:9][CH:10]=[CH:11][CH:12]=3)[CH2:15]2)=[O:18])[CH2:27][CH2:28]1 |f:1.2,4.5|. Reported procedure: 100 ml. of isopropanol and 0.21 mol of powdered sodium hydroxide are added to a mixture of 0.1 mol of 2,2-diphenyl-cyclopropane-carboxylic acid and 0.11 mol of piperidino-β-chloroethane hydrochloride. The mixture is heated under reflux for 8 hours, 300 ml. of water are added and the mixture extracted with diethyl ether. The ether phase is washed with water, dried over sodium sulphate, and the ether removed in vacuo to yield the base.